The task is: describe an organic reaction: reactants, conditions, products, and yield. This data is from the Open Reaction Database (ORD), a public repository of structured organic reaction records. The reactants are COC1=CC=C(C(=O)N2C(CC(C3=CC=CC=C23)N(C(C)=O)C2=CC=CC=C2)C)C=C1 (N-[1-(4-Methoxy-benzoyl)-2-methyl-1,2,3,4-tetrahydroquinolin-4-yl]-N-phenyl-acetamide), B(Br)(Br)Br (boron tribromide), C(C)(=O)OCC (ethyl acetate). The solvent is ClCCl (dichloromethane). Run at time 3 hour. Yields the product OC1=CC=C(C(=O)N2[C@H](C[C@H](C3=CC=CC=C23)N(C(C)=O)C2=CC=CC=C2)C)C=C1 (Cis-N-[1-(4-Hydroxy-benzoyl)-2-methyl-1,2,3,4-tetrahydroquinolin-4-yl]-N-phenyl-acetamide). Yield: 51.8%. As a reaction SMILES: C[O:2][C:3]1[CH:31]=[CH:30][C:6]([C:7]([N:9]2[C:18]3[C:13](=[CH:14][CH:15]=[CH:16][CH:17]=3)[CH:12]([N:19]([C:23]3[CH:28]=[CH:27][CH:26]=[CH:25][CH:24]=3)[C:20](=[O:22])[CH3:21])[CH2:11][CH:10]2[CH3:29])=[O:8])=[CH:5][CH:4]=1.B(Br)(Br)Br.C(OCC)(=O)C>ClCCl>[OH:2][C:3]1[CH:4]=[CH:5][C:6]([C:7]([N:9]2[C:18]3[C:13](=[CH:14][CH:15]=[CH:16][CH:17]=3)[C@H:12]([N:19]([C:23]3[CH:24]=[CH:25][CH:26]=[CH:27][CH:28]=3)[C:20](=[O:22])[CH3:21])[CH2:11][C@@H:10]2[CH3:29])=[O:8])=[CH:30][CH:31]=1. Procedure: To a solution N-[1-(4-Methoxy-benzoyl)-2-methyl-1,2,3,4-tetrahydroquinolin-4-yl]-N-phenyl-acetamide (0.1 g) in dichloromethane (2.4 ml) at 0° C., was added boron tribromide (0.265 mmol). After 3 hours, ice and ethyl acetate were added and the solution was washed using water and carbonate potassium. The organic layer was separated and dried over sodium sulfate. The solvent was removed to afford an amorphous materiel. The product was purified by chromatography on silica gel using a mixture of dich...